Dataset: the Open Reaction Database (ORD), a public repository of structured organic reaction records. Task: describe an organic reaction: reactants, conditions, products, and yield Starting materials: CC(C)(C)c1ccc(C=O)cc1NC(=O)CC1c2ccccc2Oc2ccccc21, [Mg+]CCCC1CCCCC1, [I-]. Product: CC(C)(C)c1ccc(C(O)CCCC2CCCCC2)cc1NC(=O)CC1c2ccccc2Oc2ccccc21. As a reaction SMILES: [C:12]([CH3:13])([CH3:14])([CH3:15])[c:16]1[c:17]([NH:24][C:25]([CH2:26][CH:27]2[c:28]3[cH:29][cH:30][cH:31][cH:32][c:33]3[O:34][c:35]3[cH:36][cH:37][cH:38][cH:39][c:40]32)=[O:41])[cH:18][c:19]([CH:22]=[O:23])[cH:20][cH:21]1.[CH:2]1([CH2:8][CH2:9][CH2:10][Mg+:11])[CH2:3][CH2:4][CH2:5][CH2:6][CH2:7]1.[I-:1]>>[CH:2]1([CH2:8][CH2:9][CH2:10][CH:22]([c:19]2[cH:18][c:17]([NH:24][C:25]([CH2:26][CH:27]3[c:28]4[cH:29][cH:30][cH:31][cH:32][c:33]4[O:34][c:35]4[cH:36][cH:37][cH:38][cH:39][c:40]43)=[O:41])[c:16]([C:12]([CH3:13])([CH3:14])[CH3:15])[cH:21][cH:20]2)[OH:23])[CH2:3][CH2:4][CH2:5][CH2:6][CH2:7]1. Starting materials: O (water), OCCN1CCN(CC1)C(CCNS(=O)(=O)C1=C(C=CC=C1)[N+](=O)[O-])=O (4-(2-hydroxyethyl)-1-[3-(2-nitrobenzenesufonylamino)propionyl]piperazine), N1=CC=CC=C1 (pyridine), C(C)(=O)OC(C)=O (acetic anhydride). RXN SMILES: [OH:1][CH2:2][CH2:3][N:4]1[CH2:9][CH2:8][N:7]([C:10](=[O:26])[CH2:11][CH2:12][NH:13][S:14]([C:17]2[CH:22]=[CH:21][CH:20]=[CH:19][C:18]=2[N+:23]([O-:25])=[O:24])(=[O:16])=[O:15])[CH2:6][CH2:5]1.N1C=CC=CC=1.[C:33](OC(=O)C)(=[O:35])[CH3:34].O>ClCCl>[C:33]([O:1][CH2:2][CH2:3][N:4]1[CH2:5][CH2:6][N:7]([C:10](=[O:26])[CH2:11][CH2:12][NH:13][S:14]([C:17]2[CH:22]=[CH:21][CH:20]=[CH:19][C:18]=2[N+:23]([O-:25])=[O:24])(=[O:15])=[O:16])[CH2:8][CH2:9]1)(=[O:35])[CH3:34]. Conditions: time 8 hour. Yields the product C(C)(=O)OCCN1CCN(CC1)C(CCNS(=O)(=O)C1=C(C=CC=C1)[N+](=O)[O-])=O (4-(2-Acetoxyethyl)-1-[3-(2-nitrobenzenesulfonylamino)-propionyl]piperazine). Procedure: To a solution of 4-(2-hydroxyethyl)-1-[3-(2-nitrobenzenesufonylamino)propionyl]piperazine (1.15 g) and pyridine (1.47 mL) in dichloromethane (10 mL) was added acetic anhydride (1.72 mL), and the mixture was stirred at room temperature overnight. The reaction mixture was poured into water, and the resulting mixture was extracted with ethyl acetate. The extract was washed with water and brine, and dried over anhydrous sodium sulfate. The solvent was removed under reduced pressure, and the residue ... Run in ClCCl (dichloromethane). Reactants: solution, C(CCC)[Li] (butyllithium), C(C)NCC (diethylamine), CC1=CC=C(C=C1)C1=NC2=CC=CC=C2C(=C1)C(=O)OCC (ethyl 2-(4-methylphenyl)-quinoline-4-carboxylate), C(C)(=O)O (Acetic acid). Solvent: O (Water), CCCCCC (hexane), O1CCCC1 (tetrahydrofuran). Run at temperature 0 celsius, time 15 minute. Yields the product C(C)N(C(=O)C1=CC(=NC2=CC=CC=C12)C1=CC=C(C=C1)C)CC (N,N-diethyl-2-(4-methylphenyl)-quinoline-4-carboxamide). As a reaction SMILES: C([Li])CCC.[CH2:6]([NH:8][CH2:9][CH3:10])[CH3:7].[CH3:11][C:12]1[CH:17]=[CH:16][C:15]([C:18]2[CH:27]=[C:26]([C:28]([O:30]CC)=O)[C:25]3[C:20](=[CH:21][CH:22]=[CH:23][CH:24]=3)[N:19]=2)=[CH:14][CH:13]=1.C(O)(=O)C>CCCCCC.O1CCCC1.O>[CH2:6]([N:8]([CH2:9][CH3:10])[C:28]([C:26]1[C:25]2[C:20](=[CH:21][CH:22]=[CH:23][CH:24]=2)[N:19]=[C:18]([C:15]2[CH:16]=[CH:17][C:12]([CH3:11])=[CH:13][CH:14]=2)[CH:27]=1)=[O:30])[CH3:7]. Procedure: A 1.6M solution of butyllithium in hexane (22.5 ml) is added, at ambient temperature and under a nitrogen atmosphere, to diethylamine (5.5 ml) in anhydrous tetrahydrofuran (50 ml). After stirring for 15 minutes, the mixture is cooled to 0° C. and ethyl 2-(4-methylphenyl)-quinoline-4-carboxylate (5.25 g) is then introduced slowly. The mixture is stirred for 2 hours at ambient temperature. Acetic acid is then added slowly, at ambient temperature and with stirring, until decolouration takes place a... The reactants are CCCCc1nc(Cl)c(CO)n1Cc1ccc(-c2ccccc2-c2nnn[nH]2)cc1, [O-][I+3]([O-])([O-])[O-], [K+], [K], [Na+], [OH-], O, O, Cl[Ru](Cl)Cl. Product: CCCCc1nc(Cl)c(C(=O)O)n1Cc1ccc(-c2ccccc2-c2nnn[nH]2)cc1. Reaction SMILES: [CH3:3][CH2:4][CH2:5][CH2:6][c:7]1[n:8][c:9]([Cl:10])[c:11]([CH2:12][OH:13])[n:14]1[CH2:15][c:16]1[cH:17][cH:18][c:19](-[c:22]2[cH:23][cH:24][cH:25][cH:26][c:27]2-[c:28]2[n:29][n:30][n:31][nH:32]2)[cH:20][cH:21]1.[I+3:34]([O-:35])([O-:36])([O-:37])[O-:38].[K+:2].[K:33].[Na+:39].[OH-:1].[OH2:40].[OH2:45].[Ru:41]([Cl:42])([Cl:43])[Cl:44]>>[CH3:3][CH2:4][CH2:5][CH2:6][c:7]1[n:8][c:9]([Cl:10])[c:11]([C:12](=[O:13])[OH:35])[n:14]1[CH2:15][c:16]1[cH:17][cH:18][c:19](-[c:22]2[cH:23][cH:24][cH:25][cH:26][c:27]2-[c:28]2[nH:29][n:30][n:31][n:32]2)[cH:20][cH:21]1. Reported procedure: Starting from (S)-N5-(benzyloxycarbonyl)-N2-(tert-butyloxycarbonyl)-ornithine, butanesulphonyl chloride and pyrrolidine, the expected product is obtained according to the procedure described in Example 3. Reaction SMILES: C(OC([NH:11][CH2:12][CH2:13][CH2:14][C@@H:15]([C:24]([OH:26])=O)[NH:16]C(OC(C)(C)C)=O)=O)C1C=CC=CC=1.[CH2:27]([S:31]([Cl:34])(=[O:33])=[O:32])[CH2:28][CH2:29][CH3:30].[NH:35]1[CH2:39][CH2:38][CH2:37][CH2:36]1>>[ClH:34].[NH2:16][C@H:15]([C:24](=[O:26])[N:35]1[CH2:39][CH2:38][CH2:37][CH2:36]1)[CH2:14][CH2:13][CH2:12][NH:11][S:31]([CH2:27][CH2:28][CH2:29][CH3:30])(=[O:33])=[O:32] |f:3.4|. The product is Cl.N[C@@H](CCCNS(=O)(=O)CCCC)C(N1CCCC1)=O ((S)-N-[4-Amino-5-oxo 5-(1-pyrrolidinyl)-pentyl]-butanesulphonamide Hydrochloride). The reactants are C(C1=CC=CC=C1)OC(=O)NCCC[C@H](NC(=O)OC(C)(C)C)C(=O)O ((S)-N5-(benzyloxycarbonyl)-N2-(tert-butyloxycarbonyl)-ornithine), C(CCC)S(=O)(=O)Cl (butanesulphonyl chloride), N1CCCC1 (pyrrolidine). The reactants are CC(C(O)C1=C(N=C(S1)C1=CC=C(C=C1)C(F)(F)F)C)C ([rac]-2-methyl-1-[4-methyl-2-(4-trifluoromethyl-phenyl)-thiazol-5-yl]-propan-1-ol), C(CCC)P(CCCC)CCCC (tributylphosphine), CN(C(=O)N=NC(=O)N(C)C)C (N,N,N′,N′-tetramethyl azodicarboxamide), C(C)(C)(C)OC(CN1C=CC2=CC=C(C=C12)O)=O ((6-hydroxy-indol-1-yl)-acetic acid tert-butyl ester). The product is C(C)(C)(C)OC(CN1C=CC2=CC=C(C=C12)OCC1=CN=C(S1)C1=CC=C(C=C1)C(F)(F)F)=O ({6-[2-(4-trifluoromethyl-phenyl)-thiazol-5-ylmethoxy]-indol-1-yl}-acetic acid tert-butyl ester). RXN SMILES: [C:1]([O:5][C:6](=[O:18])[CH2:7][N:8]1[C:16]2[C:11](=[CH:12][CH:13]=[C:14]([OH:17])[CH:15]=2)[CH:10]=[CH:9]1)([CH3:4])([CH3:3])[CH3:2].CC(C)[CH:21]([C:23]1[S:27][C:26]([C:28]2[CH:33]=[CH:32][C:31]([C:34]([F:37])([F:36])[F:35])=[CH:30][CH:29]=2)=[N:25][C:24]=1C)O.C(P(CCCC)CCCC)CCC.CN(C)C(N=NC(N(C)C)=O)=O>>[C:1]([O:5][C:6](=[O:18])[CH2:7][N:8]1[C:16]2[C:11](=[CH:12][CH:13]=[C:14]([O:17][CH2:21][C:23]3[S:27][C:26]([C:28]4[CH:29]=[CH:30][C:31]([C:34]([F:37])([F:35])[F:36])=[CH:32][CH:33]=4)=[N:25][CH:24]=3)[CH:15]=2)[CH:10]=[CH:9]1)([CH3:4])([CH3:2])[CH3:3]. Procedure details: In analogy to the procedure described in example 3 c], (6-hydroxy-indol-1-yl)-acetic acid tert-butyl ester was reacted with [2-(4-trifluoromethyl-phenyl)-thiazol-5-yl]-methanol [PCT Int. Appl. (2002), WO 02/062774 A1] in the presence of tributylphosphine and N,N,N′,N′-tetramethyl azodicarboxamide to yield {6-[2-(4-trifluoromethyl-phenyl)-thiazol-5-ylmethoxy]-indol-1-yl}-acetic acid tert-butyl ester as white solid. The reactants are C1(=CC=CC=C1)C(CC(=O)O)SC1=CC(=CC=C1)OC (3-phenyl-3-(3-methoxyphenylmercapto)propionic acid), P(=O)(Cl)(Cl)Cl (phosphorous oxychloride), CN(C=O)C (dimethylformamide). The product is ClC1=C(C(SC2=CC(=CC=C12)OC)C1=CC=CC=C1)C=O (4-chloro-3-formyl-7-methoxy-thioflav-3-ene). RXN SMILES: [C:1]1([CH:7]([S:12][C:13]2[CH:18]=[CH:17][CH:16]=[C:15]([O:19][CH3:20])[CH:14]=2)[CH2:8][C:9](O)=O)[CH:6]=[CH:5][CH:4]=[CH:3][CH:2]=1.P(Cl)(Cl)([Cl:23])=O.CN(C)[CH:28]=[O:29]>>[Cl:23][C:9]1[C:18]2[C:13](=[CH:14][C:15]([O:19][CH3:20])=[CH:16][CH:17]=2)[S:12][CH:7]([C:1]2[CH:6]=[CH:5][CH:4]=[CH:3][CH:2]=2)[C:8]=1[CH:28]=[O:29]. Reported procedure: As in example 18, but using 4.3 g 3-phenyl-3-(3-methoxyphenylmercapto)propionic acid, 40 ml dimethylformamide and 15 ml phosphorous oxychloride. After hydrolysis and work-up the residual oil is purified by column chromatography and the best fractions are recrystallized in diisopropylether. Pure 4-chloro-3-formyl-7-methoxy-thioflav-3-ene is obtained as yellow crystals; m.p. 84°-87° C.